From a dataset of the Open Reaction Database (ORD), a public repository of structured organic reaction records. describe an organic reaction: reactants, conditions, products, and yield Starting materials: C(CC)(=O)Cl (propionyl chloride), CC=1C=C(C=CC1OC)C=C1OC2=C(C1=O)C=CC(=C2)O (2-[(3-methyl-4-methoxyphenyl)methylene]-6-hydroxy-3(2H)-benzofuranone), C(C)(=O)OCC (ethyl acetate). Solvent: N1=CC=CC=C1 (pyridine). The product is CC=1C=C(C=CC1OC)C=C1OC2=C(C1=O)C=CC(=C2)OC(CC)=O (2-[(3-methyl-4-methoxyphenyl)methylene]6-propionyloxy-3(2H)-benzofuranone). Reaction SMILES: [CH3:1][C:2]1[CH:3]=[C:4]([CH:10]=[C:11]2[C:15](=[O:16])[C:14]3[CH:17]=[CH:18][C:19]([OH:21])=[CH:20][C:13]=3[O:12]2)[CH:5]=[CH:6][C:7]=1[O:8][CH3:9].[C:22](Cl)(=[O:25])[CH2:23][CH3:24].C(OCC)(=O)C>N1C=CC=CC=1>[CH3:1][C:2]1[CH:3]=[C:4]([CH:10]=[C:11]2[C:15](=[O:16])[C:14]3[CH:17]=[CH:18][C:19]([O:21][C:22](=[O:25])[CH2:23][CH3:24])=[CH:20][C:13]=3[O:12]2)[CH:5]=[CH:6][C:7]=1[O:8][CH3:9]. Procedure details: After 2-[(3-methyl-4-methoxyphenyl)methylene]-6-hydroxy-3(2H)-benzofuranone 0.525 g was dissolved in pyridine 5 ml, propionyl chloride 0.218 ml was added, and the mixture was refluxed for 1.5 hours. The reaction mixture was cooled to room temperature, ethyl acetate 50 ml was added, and the mixture was washed with 2N-hydrochloric acid 50 ml, saturated salt solution 50 ml, saturated sodium bicarbonate solution 50 ml, and saturated sodium chloride solution 50 ml. The ethyl acetate solution was dehy... The reactants are CC(C)(C)c1cccc(C(C)(C)C)c1O, [H-], [Na+], C1CCOC1, O=C1C=CC(=O)N1c1ccccc1. Yields the product CC(C)(C)c1cc(C2CC(=O)N(c3ccccc3)C2=O)cc(C(C)(C)C)c1O. As a reaction SMILES: [C:3]([CH3:4])([CH3:5])([CH3:6])[c:7]1[c:8]([OH:17])[c:9]([C:13]([CH3:14])([CH3:15])[CH3:16])[cH:10][cH:11][cH:12]1.[H-:1].[Na+:2].[O:31]1[CH2:32][CH2:33][CH2:34][CH2:35]1.[c:18]1([N:24]2[C:25](=[O:30])[CH:26]=[CH:27][C:28]2=[O:29])[cH:19][cH:20][cH:21][cH:22][cH:23]1>>[C:3]([CH3:4])([CH3:5])([CH3:6])[c:7]1[c:8]([OH:17])[c:9]([C:13]([CH3:14])([CH3:15])[CH3:16])[cH:10][c:11]([CH:27]2[CH2:26][C:25](=[O:30])[N:24]([c:18]3[cH:19][cH:20][cH:21][cH:22][cH:23]3)[C:28]2=[O:29])[cH:12]1. The reactants are CCOC(C)=O, CCCCC, OCC=CC(F)(F)F, CCOC(=O)N=NC(=O)OCC, C1COCCO1, Cc1cc(O)nc(Oc2cc(C(F)(F)F)nn2C)c1, c1ccc(P(c2ccccc2)c2ccccc2)cc1. Yields the product Cc1cc(OCC=CC(F)(F)F)nc(Oc2cc(C(F)(F)F)nn2C)c1. As a reaction SMILES: [C:65]([O:66][CH2:67][CH3:68])(=[O:69])[CH3:70].[CH3:71][CH2:72][CH2:73][CH2:74][CH3:75].[F:20][C:21]([CH:22]=[CH:23][CH2:24][OH:25])([F:26])[F:27].[O:47]=[C:48]([O:49][CH2:50][CH3:51])[N:52]=[N:53][C:54]([O:55][CH2:56][CH3:57])=[O:58].[O:59]1[CH2:60][CH2:61][O:62][CH2:63][CH2:64]1.[OH:1][c:2]1[cH:3][c:4]([CH3:19])[cH:5][c:6]([O:8][c:9]2[cH:10][c:11]([C:15]([F:16])([F:17])[F:18])[n:12][n:13]2[CH3:14])[n:7]1.[c:28]1([P:29]([c:30]2[cH:31][cH:32][cH:33][cH:34][cH:35]2)[c:36]2[cH:37][cH:38][cH:39][cH:40][cH:41]2)[cH:42][cH:43][cH:44][cH:45][cH:46]1>>[O:1]([c:2]1[cH:3][c:4]([CH3:19])[cH:5][c:6]([O:8][c:9]2[cH:10][c:11]([C:15]([F:16])([F:17])[F:18])[n:12][n:13]2[CH3:14])[n:7]1)[CH2:24][CH:23]=[CH:22][C:21]([F:20])([F:26])[F:27]. Reactants: C1(=CC=CC=C1)P(C1=CC=CC=C1)C1=CC=CC=C1 (triphenylphosphine), N1(CCCCC1)C1=CC(=C(C=C1)O)C (4-Piperidin-1-yl methyl-phenol), C(C)N(CCO)CC (2-Diethylamino-ethanol), CC(C)(C)OC(=O)/N=N/C(=O)OC(C)(C)C (di-tert-butylazodicarboxylate), C(Cl)Cl (DCM). Conditions: time 2 hour. The product is N.C(Cl)Cl (ammonia DCM), C(C)N(CCOC1=C(C=C(C=C1)N1CCCCC1)C)CC (Diethyl-[2-(4-piperidin-1-yl methyl-phenoxy)-ethyl]-amine). Yield: 3.0%. As a reaction SMILES: [N:1]1([C:7]2[CH:12]=[CH:11][C:10]([OH:13])=[C:9]([CH3:14])[CH:8]=2)[CH2:6][CH2:5][CH2:4][CH2:3][CH2:2]1.[CH2:15]([N:17]([CH2:21][CH3:22])[CH2:18][CH2:19]O)[CH3:16].C1(P(C2C=CC=CC=2)C2C=CC=CC=2)C=CC=CC=1.CC(OC(/N=N/C(OC(C)(C)C)=O)=O)(C)C.[CH2:58]([Cl:60])[Cl:59]>>[NH3:1].[CH2:58]([Cl:60])[Cl:59].[CH2:15]([N:17]([CH2:21][CH3:22])[CH2:18][CH2:19][O:13][C:10]1[CH:11]=[CH:12][C:7]([N:1]2[CH2:6][CH2:5][CH2:4][CH2:3][CH2:2]2)=[CH:8][C:9]=1[CH3:14])[CH3:16] |f:5.6|. Reported procedure: A suspension of the product of Example 17 (176 mg), 2-Diethylamino-ethanol (0.12 mL), and polymer supported triphenylphosphine (613 mg; loading: 3 mmol/g) in DCM (5 mL) was treated with di-tert-butylazodicarboxylate (316 mg). After 2 h, the resulting mixture was filtered, and the filtrate was evaporated. Chromatography of the residue (3% 2 M methanolic ammonia/DCM) gave the title compound as a pale yellow oil (37 mg). 1H NMR (400 MHz, CDCl3): 7.20 (d, J=8.8 Hz, 2H), 6.84 (d, J=8.6 Hz, 2H), 4.03 ... Reactants: C1(=CC=C(C=C1)S(=O)(=O)C#N)C (p-toluenesulfonyl cyanide), ClC1=C(C(=CC=C1C)Cl)NC1=C(C=CC=C1)C1=NSC(O1)=O (5-[2 [(2,6-dichloro-3-methylphenyl]amino]phenyl]-1,3,4-oxathiazol-2-one). Run in ClC1=CC(=CC=C1)Cl (m-dichlorobenzene). Run at time 1.5 hour. The product is ClC1=C(C(=CC=C1C)Cl)NC1=C(C=CC=C1)C1=NSC(=N1)S(=O)(=O)C1=CC=C(C=C1)C (2,6-Dichloro-3-methyl-N-[2-[5-[(4-methylphenyl)-sulfonyl]-1,2,4-thiadiazol-3-yl]phenyl]benzenamine). As a reaction SMILES: [C:1]1([CH3:12])[CH:6]=[CH:5][C:4]([S:7]([C:10]#[N:11])(=[O:9])=[O:8])=[CH:3][CH:2]=1.[Cl:13][C:14]1[C:19]([CH3:20])=[CH:18][CH:17]=[C:16]([Cl:21])[C:15]=1[NH:22][C:23]1[CH:28]=[CH:27][CH:26]=[CH:25][C:24]=1[C:29]1OC(=O)[S:31][N:30]=1>ClC1C=CC=C(Cl)C=1>[Cl:13][C:14]1[C:19]([CH3:20])=[CH:18][CH:17]=[C:16]([Cl:21])[C:15]=1[NH:22][C:23]1[CH:28]=[CH:27][CH:26]=[CH:25][C:24]=1[C:29]1[N:11]=[C:10]([S:7]([C:4]2[CH:3]=[CH:2][C:1]([CH3:12])=[CH:6][CH:5]=2)(=[O:8])=[O:9])[S:31][N:30]=1. Procedure details: To a 155° C. solution of p-toluenesulfonyl cyanide (420 mg, 2.32 mmols) in 5 mL of m-dichlorobenzene is added 5-[2 [(2,6-dichloro-3-methylphenyl]amino]phenyl]-1,3,4-oxathiazol-2-one (442 mg, 1.25 mmols) in three portions. Heating is continued for 1.5 hours. The solution is cooled to room temperature and directly purified by flash chromatography, eluting with 10:1 hexane:diethyl ether providing 446 mg (73%) of 2,6-dichloro-3-methyl-N-[2-[5-[(4-methylphenyl)sulfonyl]-1,2,4-thiadiazol-3-yl]phenyl]b... Starting materials: CC(CC(=O)OC)(C)C (methyl 3,3-dimethylbutanoate), O.NN (hydrazine monohydrate). Run in CCO (EtOH). Run at temperature 80 celsius. Yields the product CC(CC(=O)NN)(C)C (3,3-dimethylbutanehydrazide). Yield: 18.0%. Reaction SMILES: [CH3:1][C:2]([CH3:9])([CH3:8])[CH2:3][C:4](OC)=[O:5].O.[NH2:11][NH2:12]>CCO>[CH3:1][C:2]([CH3:9])([CH3:8])[CH2:3][C:4]([NH:11][NH2:12])=[O:5] |f:1.2|. Procedure: To a mixture of methyl 3,3-dimethylbutanoate (500 mg, 3.84 mmol) in EtOH (12 ml) was added hydrazine monohydrate (1.87 ml, 38.4 mmol). The mixture was heated to 80° C. under reflux for overnight. The reaction was cooled back down to room temperature and concentrated to dryness affording a crude residue. The residue was dried under high vacuum to afford the title compound as crystalline solid (90 mg, 18% yield). 1H NMR (400 MHz, DMSO-d6) δ ppm 8.69-9.12 (s, 1H) 4.13 (br. s, 2H) 1.89 (s, 2H) 0.94 ... Starting materials: FC1=NC(=C(C(=N1)F)Cl)F (2,4,6-trifluoro-5-chloropyrimidine), CC1CNCC(C1)C (3,5-dimethylpiperidine). Run in O1CCCC1 (tetrahydrofuran). The product is ClC=1C(=NC(=NC1N1CC(CC(C1)C)C)F)F (5-chloro-2,4-difluoro-6-(3,5-dimethylpiperidino)pyrimidine). RXN SMILES: [F:1][C:2]1[N:7]=[C:6]([F:8])[C:5]([Cl:9])=[C:4](F)[N:3]=1.[CH3:11][CH:12]1[CH2:17][CH:16]([CH3:18])[CH2:15][NH:14][CH2:13]1>O1CCCC1>[Cl:9][C:5]1[C:6]([F:8])=[N:7][C:2]([F:1])=[N:3][C:4]=1[N:14]1[CH2:15][CH:16]([CH3:18])[CH2:17][CH:12]([CH3:11])[CH2:13]1. Procedure: Into 6 ml of tetrahydrofuran solution of 0.5 g of 2,4,6-trifluoro-5-chloropyrimidine was added dropwise 0.34 g or 3,5-dimethylpiperidine (cis/trans diastereomer=about 4/1) at room temperature, and the mixture was stirred for one-and-half hour at same temperature. The reaction mixture was subjected to silica gel column chromatography to obtain 0.56 g of 5-chloro-2,4-difluoro-6-(3,5-dimethylpiperidino)pyrimidine. This compound had the cis/trans diastereomer originated two ethyls on the pyperidine ... Reactants: CCNC(=O)Nc1ncnc2c1ncn2C1OC(C=CC(=O)OC)C2OC(C=Cc3ccccc3)OC21, CO, [Cu+2], O=S(=O)([O-])[O-], O. Yields the product CCNC(=O)Nc1ncnc2c1ncn2C1OC(CCC(=O)OC)C2OC(C=Cc3ccccc3)OC21. As a reaction SMILES: [CH3:1][O:2][C:3]([CH:4]=[CH:5][CH:6]1[O:7][CH:8]([n:22]2[c:23]3[n:24][cH:25][n:26][c:27]([NH:31][C:32](=[O:33])[NH:34][CH2:35][CH3:36])[c:28]3[n:29][cH:30]2)[CH:9]2[O:10][CH:11]([CH:14]=[CH:15][c:16]3[cH:17][cH:18][cH:19][cH:20][cH:21]3)[O:12][CH:13]12)=[O:37].[CH3:38][OH:39].[Cu+2:41].[O-:42][S:43](=[O:44])(=[O:45])[O-:46].[OH2:40]>>[CH3:1][O:2][C:3]([CH2:4][CH2:5][CH:6]1[O:7][CH:8]([n:22]2[c:23]3[n:24][cH:25][n:26][c:27]([NH:31][C:32](=[O:33])[NH:34][CH2:35][CH3:36])[c:28]3[n:29][cH:30]2)[CH:9]2[O:10][CH:11]([CH:14]=[CH:15][c:16]3[cH:17][cH:18][cH:19][cH:20][cH:21]3)[O:12][CH:13]12)=[O:37].